From a dataset of the Open Reaction Database (ORD), a public repository of structured organic reaction records. describe an organic reaction: reactants, conditions, products, and yield The reactants are BrC1=CC=C(OC2=CC=C(C=C2)C(=O)C(=O)C2=CC=CC=C2)C=C1 (4-(4-Bromophenoxy)benzil), C[Si](C)(C)C#C (trimethylsilylacetylene), Cl (hydrochloric acid). Reagents/catalysts: Cl[Pd]([P](C1=CC=CC=C1)(C2=CC=CC=C2)C3=CC=CC=C3)([P](C4=CC=CC=C4)(C5=CC=CC=C5)C6=CC=CC=C6)Cl (dichlorobis(triphenylphosphine)palladium). Run in C(C)N(CC)CC (triethylamine). Product: C[Si](C)(C)C#CC1=CC=C(OC2=CC=C(C=C2)C(=O)C(=O)C2=CC=CC=C2)C=C1 (4-[4-[(Trimethylsilyl)ethynyl]phenoxy]benzil). Isolated yield 100.4%. As a reaction SMILES: Br[C:2]1[CH:24]=[CH:23][C:5]([O:6][C:7]2[CH:12]=[CH:11][C:10]([C:13]([C:15]([C:17]3[CH:22]=[CH:21][CH:20]=[CH:19][CH:18]=3)=[O:16])=[O:14])=[CH:9][CH:8]=2)=[CH:4][CH:3]=1.[CH3:25][Si:26]([C:29]#[CH:30])([CH3:28])[CH3:27].Cl>C(N(CC)CC)C.Cl[Pd](Cl)([P](C1C=CC=CC=1)(C1C=CC=CC=1)C1C=CC=CC=1)[P](C1C=CC=CC=1)(C1C=CC=CC=1)C1C=CC=CC=1>[CH3:25][Si:26]([C:29]#[C:30][C:2]1[CH:24]=[CH:23][C:5]([O:6][C:7]2[CH:12]=[CH:11][C:10]([C:13]([C:15]([C:17]3[CH:22]=[CH:21][CH:20]=[CH:19][CH:18]=3)=[O:16])=[O:14])=[CH:9][CH:8]=2)=[CH:4][CH:3]=1)([CH3:28])[CH3:27] |^1:41,60|. Reported procedure: 4-(4-Bromophenoxy)benzil (3.81 g, 0.01 mole), trimethylsilylacetylene (1.96 g, 0.02 mole), and dichlorobis(triphenylphosphine)palladium (0.30 g) in triethylamine (20 ml) were placed under a nitrogen atmosphere in a sealed flask and heated at 66°-68° C. for four hours. The cooled brown reaction mixture was poured into cold dilute hydrochloric acid to yield a brown oil which was extracted with methylene chloride. The methylene chloride solution was washed with dilute aqueous hydrochloric acid and ... Reactants: FC1=CC=C(C=C1)C=1C=C2C=CC(=CC2=CC1)S(=O)[O-].[Na+] (sodium 6-(4-fluorophenyl)naphthalene-2-sulfinate), BrC1=NC=CC=C1 (2-bromopyridine). Yields the product FC1=CC=C(C=C1)C=1C=C2C=CC(=CC2=CC1)S(=O)(=O)C1=NC=CC=C1 (2-{[6-(4-fluorophenyl)-2-naphthyl]sulfonyl}pyridine). Isolated yield 34.8%. RXN SMILES: [F:1][C:2]1[CH:7]=[CH:6][C:5]([C:8]2[CH:9]=[C:10]3[C:15](=[CH:16][CH:17]=2)[CH:14]=[C:13]([S:18]([O-:20])=[O:19])[CH:12]=[CH:11]3)=[CH:4][CH:3]=1.[Na+].Br[C:23]1[CH:28]=[CH:27][CH:26]=[CH:25][N:24]=1>>[F:1][C:2]1[CH:7]=[CH:6][C:5]([C:8]2[CH:9]=[C:10]3[C:15](=[CH:16][CH:17]=2)[CH:14]=[C:13]([S:18]([C:23]2[CH:28]=[CH:27][CH:26]=[CH:25][N:24]=2)(=[O:20])=[O:19])[CH:12]=[CH:11]3)=[CH:4][CH:3]=1 |f:0.1|. Procedure: The title compound was prepared from sodium 6-(4-fluorophenyl)naphthalene-2-sulfinate (250 mg, 0.81 mmol) and 2-bromopyridine (76 μL, 0.79 mmol) according to the method of Example 6 Step 4. Purification by flash column chromatography eluting with a 20-40% ethyl acetate/isohexane gradient gave 2-{[6-(4-fluorophenyl)-2-naphthyl]sulfonyl}pyridine (0.10 g, 34%). 1H NMR (400 MHz, CDCl3) δ 8.70 (1H, s), 8.68-8.65 (1H, m), 8.33-8.22 (1H, m), 8.07 (1H, d, J=8.6 Hz), 8.04-7.92 (4H, m), 7.82 (1H, dd, J=1.... The reactants are CN1CC=C(CC1)C1=CC=CC=C1 (1-methyl-4-phenyl-1,2,5,6-tetrahydropyridine), CC=1NCCC2(CCCCC12)C1=CC(=CC=C1)OC (1-methyl-4a-(3-methoxyphenyl)-2,3,4,4a,5,6,7,8-octahydroisoquinoline). Yields the product CC=1NCCC2(CCCCC12)C1=CC=CC=C1 (1-Methyl-4a-phenyl-2,3,4,4a,5,6,7,8-octahydroisoquinoline). As a reaction SMILES: CN1CCC(C2C=CC=CC=2)=CC1.[CH3:14][C:15]1[NH:16][CH2:17][CH2:18][C:19]2([C:25]3[CH:30]=[CH:29][CH:28]=[C:27](OC)[CH:26]=3)[C:24]=1[CH2:23][CH2:22][CH2:21][CH2:20]2>>[CH3:14][C:15]1[NH:16][CH2:17][CH2:18][C:19]2([C:25]3[CH:26]=[CH:27][CH:28]=[CH:29][CH:30]=3)[C:24]=1[CH2:23][CH2:22][CH2:21][CH2:20]2. Reported procedure: Following the above procedure but substituting 1-methyl-4-(3-methoxyphenyl)-1,2,5,6-tetrahydropyridine for 1-methyl-4-phenyl-1,2,5,6-tetrahydropyridine, there was prepared 1-methyl-4a-(3-methoxyphenyl)-2,3,4,4a,5,6,7,8-octahydroisoquinoline. The compound distilled in the range 144°-6° C. at 0.1 torr.; yield 19.3 g. Starting materials: C[Si](C)(C)CCOCn1cc(C#N)nc1Br, CCOC(=O)C#N, C1CCOC1. Product: CCOC(=O)c1nc(C#N)cn1COCC[Si](C)(C)C. Reaction SMILES: [Br:1][c:2]1[n:3]([CH2:9][O:10][CH2:11][CH2:12][Si:13]([CH3:14])([CH3:15])[CH3:16])[cH:4][c:5]([C:7]#[N:8])[n:6]1.[C:17](#[N:18])[C:19](=[O:20])[O:21][CH2:22][CH3:23].[CH2:24]1[O:25][CH2:26][CH2:27][CH2:28]1>>[c:2]1([C:19](=[O:20])[O:21][CH2:22][CH3:23])[n:3]([CH2:9][O:10][CH2:11][CH2:12][Si:13]([CH3:14])([CH3:15])[CH3:16])[cH:4][c:5]([C:7]#[N:8])[n:6]1. The reactants are FC=1C=CC2=C(SC(=C2)S(=O)(=O)Cl)C1 (6-fluoro-benzo[b]thiophene-2-sulfonyl chloride), Cl.N[C@@H]1C(N(CC1)CC1=CC2=NC=CC=C2O1)=O (3-(S)-amino-1-(furo[3,2-b]pyridin-2-ylmethyl)-pyrrolidin-2-one hydrochloride). The product is O1C(=CC2=NC=CC=C21)CN2C([C@H](CC2)NS(=O)(=O)C2=CC1=C(S2)C=C(C=C1)F)=O (6-Fluoro-benzo[b]thiophene-2-sulfonic acid (1-furo[3,2-b]pyridin-2-ylmethyl-2-oxopyrrolidin3-(S)-yl)-amide). Reaction SMILES: [F:1][C:2]1[CH:3]=[CH:4][C:5]2[CH:9]=[C:8]([S:10](Cl)(=[O:12])=[O:11])[S:7][C:6]=2[CH:14]=1.Cl.[NH2:16][C@H:17]1[CH2:21][CH2:20][N:19]([CH2:22][C:23]2[O:31][C:30]3[C:25](=[N:26][CH:27]=[CH:28][CH:29]=3)[CH:24]=2)[C:18]1=[O:32]>>[O:31]1[C:30]2[C:25](=[N:26][CH:27]=[CH:28][CH:29]=2)[CH:24]=[C:23]1[CH2:22][N:19]1[CH2:20][CH2:21][C@H:17]([NH:16][S:10]([C:8]2[S:7][C:6]3[CH:14]=[C:2]([F:1])[CH:3]=[CH:4][C:5]=3[CH:9]=2)(=[O:12])=[O:11])[C:18]1=[O:32] |f:1.2|. Reported procedure: The title compound is prepared as described in EXAMPLE 1, Part K using 6-fluoro-benzo[b]thiophene-2-sulfonyl chloride and 3-(S)-amino-1-(furo[3,2-b]pyridin-2-ylmethyl)-pyrrolidin-2-one hydrochloride as starting material. The crude product is purified by column chromatography eluting with 66% EtOAc/CH2Cl2 to provide the title compound as a white solid. Starting materials: O (water), C(#N)N=C1N(CCN1)[C@H]1[C@@H](C(OC2=C1C=C(C=C2)C#N)(C)C)O (trans-4-(2-cyanoiminoimidazolidin-1-yl)-3,4-dihydro-3-hydroxy-2,2-dimethyl-2H-1-benzopyran-6-carbonitrile), C([O-])([O-])=O.[K+].[K+] (potassium carbonate), CI (methyl iodide). Run in CN(C=O)C (N,N-dimethylformamide). Conditions: temperature 80 celsius, time 5 hour. Product: C(#N)N=C1N(CCN1C)[C@H]1[C@@H](C(OC2=C1C=C(C=C2)C#N)(C)C)O (trans-4-(2-cyanoimino-3-methylimidazolidin-1-yl)-3,4-dihydro-3-hydroxy-2,2-dimethyl-2H-1-benzopyran-6-carbonitrile). Isolated yield 19.1%. As a reaction SMILES: [C:1]([N:3]=[C:4]1[NH:8][CH2:7][CH2:6][N:5]1[C@@H:9]1[C:14]2[CH:15]=[C:16]([C:19]#[N:20])[CH:17]=[CH:18][C:13]=2[O:12][C:11]([CH3:22])([CH3:21])[C@H:10]1[OH:23])#[N:2].[C:24](=O)([O-])[O-].[K+].[K+].CI.O>CN(C)C=O>[C:1]([N:3]=[C:4]1[N:8]([CH3:24])[CH2:7][CH2:6][N:5]1[C@@H:9]1[C:14]2[CH:15]=[C:16]([C:19]#[N:20])[CH:17]=[CH:18][C:13]=2[O:12][C:11]([CH3:21])([CH3:22])[C@H:10]1[OH:23])#[N:2] |f:1.2.3|. Reported procedure: To a mixture of trans-4-(2-cyanoiminoimidazolidin-1-yl)-3,4-dihydro-3-hydroxy-2,2-dimethyl-2H-1-benzopyran-6-carbonitrile (0.50 g) and potassium carbonate (0.66 g) in N,N-dimethylformamide (5 ml) was added methyl iodide (0.30 ml). The reaction mixture was stirred at 80° C. for 5 hours, poured into water (50 ml) and extracted with ethyl acetate (50 ml). The organic layer was washed successively with aqueous sodium bisulfite (25 ml) and brine (25 ml), dried over magnesium sulfate, and then evapora... Starting materials: C(C1=CC=CC=C1)OC(=O)N1[C@H](CCC1)CC1=CNC2=CC=C(C=C12)N(CC1=CC=CC=C1)CC1=CC=CC=C1 ((R)-3-(N-benzyloxycarbonylpyrrolidin-2-ylmethyl)-5-dibenzylamino-1H-indole). The reagents and catalysts are [OH-].[Pd+2].[OH-] (palladium (II) hydroxide). Solvent: C(C)O (ethanol). Run at time 12 hour. The product is NC=1C=C2C(=CNC2=CC1)C[C@@H]1NCCC1 ((R)-5-Amino-3-(pyrrolidin-2-ylmethyl)-1H-indole). Isolated yield 99.7%. Reaction SMILES: C(OC([N:11]1[CH2:15][CH2:14][CH2:13][C@@H:12]1[CH2:16][C:17]1[C:25]2[C:20](=[CH:21][CH:22]=[C:23]([N:26](CC3C=CC=CC=3)CC3C=CC=CC=3)[CH:24]=2)[NH:19][CH:18]=1)=O)C1C=CC=CC=1>C(O)C.[OH-].[Pd+2].[OH-]>[NH2:26][C:23]1[CH:24]=[C:25]2[C:20](=[CH:21][CH:22]=1)[NH:19][CH:18]=[C:17]2[CH2:16][C@H:12]1[CH2:13][CH2:14][CH2:15][NH:11]1 |f:2.3.4|. Procedure: A mixture of (R)-3-(N-benzyloxycarbonylpyrrolidin-2-ylmethyl)-5-dibenzylamino-1H-indole (7.90 g, 14.91 mmol) and moist palladium (II) hydroxide on carbon (Pearlman's catalyst, 3.16 g) in absolute ethanol (100 mL) was shaken under a hydrogen atmosphere (3 atm) for 12 hours at room temperature. The resulting mixture was filtered through diatomaceous earth, and the filtrate was evaporated and dried under reduced pressure to afford the title compound as a white foam (3.20 g, 100%): 1H NMR (CD3OD) δ7...